Dataset: the Open Reaction Database (ORD), a public repository of structured organic reaction records. Task: describe an organic reaction: reactants, conditions, products, and yield Reactants: C(C)OC(C(CC=1N(C=CN1)CC1=CC(=CC(=C1)Cl)Cl)CC1=CC=CC=C1)=O (2-benzyl-3-[1-(3,5-dichloro-benzyl)-1H-imidazol-2-yl]-propionic acid ethyl ester), Cl (HCl). The solvent is C1CCOC1 (THF). Conditions: temperature 75 celsius. Yields the product hydrochloride salt, C(C1=CC=CC=C1)C(C(=O)O)CC=1N(C=CN1)CC1=CC(=CC(=C1)Cl)Cl (2-benzyl-3-[1-(3,5-dichloro-benzyl)-1H-imidazol-2-yl]-propionic acid). Isolated yield 55.7%. RXN SMILES: C([O:3][C:4](=[O:28])[CH:5]([CH2:21][C:22]1[CH:27]=[CH:26][CH:25]=[CH:24][CH:23]=1)[CH2:6][C:7]1[N:8]([CH2:12][C:13]2[CH:18]=[C:17]([Cl:19])[CH:16]=[C:15]([Cl:20])[CH:14]=2)[CH:9]=[CH:10][N:11]=1)C.Cl>C1COCC1>[CH2:21]([CH:5]([CH2:6][C:7]1[N:8]([CH2:12][C:13]2[CH:18]=[C:17]([Cl:19])[CH:16]=[C:15]([Cl:20])[CH:14]=2)[CH:9]=[CH:10][N:11]=1)[C:4]([OH:28])=[O:3])[C:22]1[CH:27]=[CH:26][CH:25]=[CH:24][CH:23]=1. Procedure details: To a solution of 2-benzyl-3-[1-(3,5-dichloro-benzyl)-1H-imidazol-2-yl]-propionic acid ethyl ester (50 mg, 0.12 mmol) in THF (3 mL) was added 6 N HCl (3 mL). The mixture was heated at 75° C. for 14 h with vigorous stirring. The reaction was concentrated in vacuo and the residue washed with Et2O then dried in vacuo to provide the hydrochloride salt of 2-benzyl-3-[1-(3,5-dichloro-benzyl)-1H-imidazol-2-yl]-propionic acid (26 mg, 84%) as a white solid: ESI MS m/z 389 [C20H18Cl2N2O2+H]+. Starting materials: C(C)(=O)C1=CC2=C(OC3=C(NC2=O)C=CC=C3)S1 (2-Acetylthieno[2,3-b][1,5]benzoxazepin-4(5H)-one), C(C)[SiH](CC)CC (triethylsilane). The solvent is FC(C(=O)O)(F)F (trifluoroacetic acid). Reaction conditions: time 42 hour. Yields the product C(C)C1=CC2=C(OC3=C(NC2=O)C=CC=C3)S1 (2-ethylthieno[2,3-b][1,5]benzoxazepin-4(5H)-one). The yield is 77.5%. As a reaction SMILES: [C:1]([C:4]1[S:18][C:7]2[O:8][C:9]3[CH:17]=[CH:16][CH:15]=[CH:14][C:10]=3[NH:11][C:12](=[O:13])[C:6]=2[CH:5]=1)(=O)[CH3:2].C([SiH](CC)CC)C>FC(F)(F)C(O)=O>[CH2:1]([C:4]1[S:18][C:7]2[O:8][C:9]3[CH:17]=[CH:16][CH:15]=[CH:14][C:10]=3[NH:11][C:12](=[O:13])[C:6]=2[CH:5]=1)[CH3:2]. Procedure: 2-Acetylthieno[2,3-b][1,5]benzoxazepin-4(5H)-one (1.5 g) was dissolved in trifluoroacetic acid (20 ml) and triethylsilane (2 g) was added. The mixture was stirred at room temperature for 42 hours. The solvent was evaporated under reduced pressure and the residue was dissolved in chloroform. The mixture was washed with water and saturated aqueous sodium hydrogencarbonate solution, and dried over sodium sulfate. The solvent was evaporated under reduced pressure. To the residue were added chlorofor... Starting materials: C1(=CC=CC=C1)OC(NC1=NC=C(C(=C1)OCCOC)C#N)=O (phenyl(5-cyano-4-(2-methoxyethoxyl)pyridin-2-yl)carbamate), C(#N)C=1C=CC(=NC1)NC(=O)N1C2=C(CCCC1)C=CC(=N2)C(OC)OC (N-(5-cyanopyridin-2-yl)-2-(dimethoxymethyl)-7,8-dihydro-5H-pyrido[2,3-b]azepine-9(6H)-carboxamide), CN(C)C=O (DMF). Yields the product C(#N)C=1C(=CC(=NC1)NC(=O)N1[C@H](CCC2=CC(=C(N=C12)C=O)CN1C(CN(CC1)C)=O)C)OCCOC ((S)-N-(5-cyano-4-(2-methoxyethoxyl)pyridin-2-yl)-7-formyl-2-methyl-6-((4-methyl-2-oxopiperazin-1-yl)methyl)-3,4-dihydro-1,8-naphthyridine-1(2H)-carboxamide). Reaction SMILES: C1(O[C:8](=[O:23])[NH:9][C:10]2[CH:15]=[C:14]([O:16][CH2:17][CH2:18][O:19][CH3:20])[C:13]([C:21]#[N:22])=[CH:12][N:11]=2)C=CC=CC=1.C(C1C=CC(NC([N:35]2[CH2:41][CH2:40][CH2:39][CH2:38][C:37]3[CH:42]=[CH:43][C:44]([CH:46]([O:49]C)OC)=[N:45][C:36]2=3)=O)=NC=1)#N.[CH3:51][N:52]([CH:54]=[O:55])[CH3:53]>>[C:21]([C:13]1[C:14]([O:16][CH2:17][CH2:18][O:19][CH3:20])=[CH:15][C:10]([NH:9][C:8]([N:35]2[C:36]3[C:37](=[CH:42][C:43]([CH2:51][N:52]4[CH2:53][CH2:53][N:52]([CH3:54])[CH2:51][C:54]4=[O:55])=[C:44]([CH:46]=[O:49])[N:45]=3)[CH2:38][CH2:39][C@@H:41]2[CH3:40])=[O:23])=[N:11][CH:12]=1)#[N:22]. Reported procedure: From intermediates 108 and 268, coupled and deprotected in an analogous manner to intermediate 236, but using DMF instead of THF, and Example 201. The title compound was obtained as a light yellow-brown solid. Starting materials: BrC=1C(=NC=CC1)CO ((3-bromopyridin-2-yl)methanol), S(=O)(Cl)Cl (thionyl chloride), C([O-])([O-])=O.[Cs+].[Cs+] (cesium carbonate), [I-].[K+] (potassium iodide), N1C(C2(C3=CC=CC=C13)COC1=CC3=C(OCCO3)C=C12)=O (2,3-dihydrospiro[furo[2,3-g][1,4]benzodioxine-8,3′-indol]-2′(1′H)-one). The reagents and catalysts are CN(C=O)C (N,N-dimethylformamide). Solvent: ClCCl (dichloromethane). Reaction conditions: time 16 hour. Yields the product BrC=1C(=NC=CC1)CC1C(C2(C3=CC=CC=C13)COC1=CC3=C(OCCO3)C=C12)=O (3′-[(3-bromopyridin-2-yl)methyl]-2,3-dihydrospiro[furo[2,3-g][1,4]benzodioxine-8,1′-inden]-2′(3′H)-one). Isolated yield 59.4%. RXN SMILES: [Br:1][C:2]1[C:3]([CH2:8]O)=[N:4][CH:5]=[CH:6][CH:7]=1.S(Cl)(Cl)=O.N1[C:22]2[C:17](=[CH:18][CH:19]=[CH:20][CH:21]=2)[C:16]2([C:34]3[C:25](=[CH:26][C:27]4[O:32][CH2:31][CH2:30][O:29][C:28]=4[CH:33]=3)[O:24][CH2:23]2)[C:15]1=[O:35].[C:36](=O)([O-])[O-].[Cs+].[Cs+].[I-].[K+]>ClCCl.CN(C)C=O>[Br:1][C:2]1[C:3]([CH2:8][CH:36]2[C:22]3[C:17](=[CH:18][CH:19]=[CH:20][CH:21]=3)[C:16]3([C:34]4[C:25](=[CH:26][C:27]5[O:32][CH2:31][CH2:30][O:29][C:28]=5[CH:33]=4)[O:24][CH2:23]3)[C:15]2=[O:35])=[N:4][CH:5]=[CH:6][CH:7]=1 |f:3.4.5,6.7|. Procedure: A mixture of (3-bromopyridin-2-yl)methanol (0.100 g, 0.530 mmol) and thionyl chloride (0.070 mL, 0.97 mmol) in dichloromethane (3 mL) and N,N-dimethylformamide (1 drop) was stirred at ambient temperature for 16 h. The reaction mixture was concentrated in vacuo and tetrahydrofuran (5 mL) and N,N-dimethylformamide (5 mL) were added, followed by 2,3-dihydrospiro[furo[2,3-g][1,4]benzodioxine-8,3′-indol]-2′(1′H)-one (0.121 g, 0.41 mmol), cesium carbonate (0.374 g, 1.15 mmol), and potassium iodide (0....